This data is from the Open Reaction Database (ORD), a public repository of structured organic reaction records. The task is: describe an organic reaction: reactants, conditions, products, and yield Yields the product COc1ncc(Nc2ncc(C(C)=O)cc2-c2nc(C)nc(N)n2)cc1F. Reaction SMILES: [CH3:1][O:2][c:3]1[cH:4][cH:5][c:6]([CH2:7][N:8]([c:9]2[n:10][c:11](-[c:16]3[cH:17][c:18]([C:32]([CH3:33])=[O:34])[cH:19][n:20][c:21]3[NH:22][c:23]3[cH:24][n:25][c:26]([O:30][CH3:31])[c:27]([F:29])[cH:28]3)[n:12][c:13]([CH3:15])[n:14]2)[CH2:35][c:36]2[cH:37][cH:38][c:39]([O:40][CH3:41])[cH:42][cH:43]2)[cH:44][cH:45]1.[F:46][C:47]([F:48])([F:49])[C:50]([OH:51])=[O:52]>>[NH2:8][c:9]1[n:10][c:11](-[c:16]2[cH:17][c:18]([C:32]([CH3:33])=[O:34])[cH:19][n:20][c:21]2[NH:22][c:23]2[cH:24][n:25][c:26]([O:30][CH3:31])[c:27]([F:29])[cH:28]2)[n:12][c:13]([CH3:15])[n:14]1. Starting materials: COc1ccc(CN(Cc2ccc(OC)cc2)c2nc(C)nc(-c3cc(C(C)=O)cnc3Nc3cnc(OC)c(F)c3)n2)cc1, O=C(O)C(F)(F)F. Reactants: Cl.CC1(CCCCC1)N (1-methylcyclohexanamine hydrochloride), C(=O)(Cl)Cl (phosgene), Cl.CN1CCN(CC1)C1=NC(=NC(=C1)C1=CC=C2CCNCC2=C1)N (4-(4-methylpiperazin-1-yl)-6-(1,2,3,4-tetrahydroisoquinolin-7-yl)pyrimidin-2-amine HCl salt). The product is NC1=NC(=CC(=N1)C1=CC=C2CCN(CC2=C1)C(=O)NC1(CCCCC1)C)N1CCN(CC1)C (7-[2-Amino-6-(4-methylpiperazin-1-yl)pyrimidin-4-yl]-N-(1-methylcyclohexyl)-3,4-dihydroisoquinoline-2(1H)-carboxamide). RXN SMILES: Cl.[CH3:2][C:3]1([NH2:9])[CH2:8][CH2:7][CH2:6][CH2:5][CH2:4]1.[C:10](Cl)(Cl)=[O:11].Cl.[CH3:15][N:16]1[CH2:21][CH2:20][N:19]([C:22]2[CH:27]=[C:26]([C:28]3[CH:37]=[C:36]4[C:31]([CH2:32][CH2:33][NH:34][CH2:35]4)=[CH:30][CH:29]=3)[N:25]=[C:24]([NH2:38])[N:23]=2)[CH2:18][CH2:17]1>>[NH2:38][C:24]1[N:25]=[C:26]([C:28]2[CH:37]=[C:36]3[C:31]([CH2:32][CH2:33][N:34]([C:10]([NH:9][C:3]4([CH3:2])[CH2:8][CH2:7][CH2:6][CH2:5][CH2:4]4)=[O:11])[CH2:35]3)=[CH:30][CH:29]=2)[CH:27]=[C:22]([N:19]2[CH2:18][CH2:17][N:16]([CH3:15])[CH2:21][CH2:20]2)[N:23]=1 |f:0.1,3.4|. Procedure: This compound was prepared by using procedures analogous to those described for the synthesis of Example 40 starting from 1-methylcyclohexanamine hydrochloride, phosgene and 4-(4-methylpiperazin-1-yl)-6-(1,2,3,4-tetrahydroisoquinolin-7-yl)pyrimidin-2-amine HCl salt. Analytic LCMS (M+H)+: m/z=464.2. Starting materials: ClCC=1N=C2N(C(C1)=O)N=CS2 (7-chloromethyl-5H-1,3,4-thiadiazolo[3,2-a]pyrimidine-5-one), S(=O)(=O)(Cl)Cl (sulfuryl chloride). Run in ClC(C)Cl (dichloroethane). Reaction conditions: temperature 60 celsius, time 2 hour. The product is ClC1=C(N=C2N(C1=O)N=CS2)CCl (6-chloro-7-chloromethyl-5H-1,3,4-thiadiazolo[3,2-a]pyrimidine-5-one). Reaction SMILES: [Cl:1][CH2:2][C:3]1[N:4]=[C:5]2[S:12][CH:11]=[N:10][N:6]2[C:7](=[O:9])[CH:8]=1.S(Cl)([Cl:16])(=O)=O>ClC(Cl)C>[Cl:16][C:8]1[C:7](=[O:9])[N:6]2[N:10]=[CH:11][S:12][C:5]2=[N:4][C:3]=1[CH2:2][Cl:1]. Reported procedure: 7-chloromethyl-5H-1,3,4-thiadiazolo[3,2-a]pyrimidine-5-one (10 g), prepared according to Example 1, was reacted with sulfuryl chloride (7.5 g) in dichloroethane (150 ml) under stirring at 60° C. for 2 hours. After cooling the precipitate was filtered then was suspended in water (500 ml) and neutralized by treatment with 35% NaOH. Filtration and washings with water gave 6-chloro-7-chloromethyl-5H-1,3,4-thiadiazolo[3,2-a]pyrimidine-5-one, m.p. 193°-195° C. (7.5 g), which was reacted with triphenyl... The reactants are TEA, COC(=O)C=1N=CNC1 (Imidazole-4-carboxylic acid methylester), ClCOC (chloromethylmethylether). Run in C(C)(=O)OCC (ethyl acetate), C(C)#N (acetonitrile). Product: COC(=O)C=1N=CN(C1)COC (1-Methoxymethyl-1H-imidazole-4-carboxylic acid methylester). RXN SMILES: [CH3:1][O:2][C:3]([C:5]1[N:6]=[CH:7][NH:8][CH:9]=1)=[O:4].Cl[CH2:11][O:12][CH3:13]>C(#N)C.C(OCC)(=O)C>[CH3:1][O:2][C:3]([C:5]1[N:6]=[CH:7][N:8]([CH2:11][O:12][CH3:13])[CH:9]=1)=[O:4]. Procedure: Imidazole-4-carboxylic acid methylester (5.00 g) was dissolved in acetonitrile (100 mL), and under ice cooling and stirring, were added TEA (11.1 mL) and then chloromethylmethylether (4.47 mL), followed by heating to reflux for 3 days. After being allowed to cool to room temperature, the mixture was diluted with ethyl acetate, and washed with saturated brine. The organic layer was dried over anhydrous sodium sulfate, and the solvent was distilled off under reduced pressure. The resulting residue...